This data is from the Open Reaction Database (ORD), a public repository of structured organic reaction records. The task is: describe an organic reaction: reactants, conditions, products, and yield Reactants: ClC1=C(C=C(C=C1)S(=O)(=O)N(COC)C=1C(=NC=C(C1)Cl)C(=O)C1=CC(=NC=C1)N1CCOCC1)C(F)(F)F (4-chloro-N-[5-chloro-2-(2-morpholin-4-yl-pyridine-4-carbonyl)-pyridin-3-yl]-N-methoxymethyl-3-trifluoromethyl-benzenesulfonamide). The solvent is Cl (HCl), O1CCOCC1 (dioxane), O (water). Conditions: temperature 85 celsius. The product is ClC1=C(C=C(C=C1)S(=O)(=O)NC=1C(=NC=C(C1)Cl)C(=O)C1=CC(=NC=C1)N1CCOCC1)C(F)(F)F (4-chloro-N-[5-chloro-2-(2-morpholin-4-yl-pyridine-4-carbonyl)-pyridin-3-yl]-3-trifluoromethyl-benzenesulfonamide). As a reaction SMILES: [Cl:1][C:2]1[CH:7]=[CH:6][C:5]([S:8]([N:11]([C:15]2[C:16]([C:22]([C:24]3[CH:29]=[CH:28][N:27]=[C:26]([N:30]4[CH2:35][CH2:34][O:33][CH2:32][CH2:31]4)[CH:25]=3)=[O:23])=[N:17][CH:18]=[C:19]([Cl:21])[CH:20]=2)COC)(=[O:10])=[O:9])=[CH:4][C:3]=1[C:36]([F:39])([F:38])[F:37]>Cl.O1CCOCC1.O>[Cl:1][C:2]1[CH:7]=[CH:6][C:5]([S:8]([NH:11][C:15]2[C:16]([C:22]([C:24]3[CH:29]=[CH:28][N:27]=[C:26]([N:30]4[CH2:31][CH2:32][O:33][CH2:34][CH2:35]4)[CH:25]=3)=[O:23])=[N:17][CH:18]=[C:19]([Cl:21])[CH:20]=2)(=[O:10])=[O:9])=[CH:4][C:3]=1[C:36]([F:37])([F:38])[F:39]. Procedure: 4-Chloro-N-[5-chloro-2-(2-morpholin-4-yl-pyridine-4-carbonyl)-pyridin-3-yl]-N-methoxymethyl-3-trifluoromethyl-benzenesulfonamide from step 2 was dissolved in a mixture of 4 M HCl in dioxane (8 mL) and water (2 mL), heated to 85° C. for 2 h. The solvent was evaporated and the residue was purified with HPLC to give 4-chloro-N-[5-chloro-2-(2-morpholin-4-yl-pyridine-4-carbonyl)-pyridin-3-yl]-3-trifluoromethyl-benzenesulfonamide. MS m/z: 561 (M+H)+.